Dataset: the Open Reaction Database (ORD), a public repository of structured organic reaction records. Task: describe an organic reaction: reactants, conditions, products, and yield The reagents and catalysts are Cl[Pd]([P](C1=CC=CC=C1)(C2=CC=CC=C2)C3=CC=CC=C3)([P](C4=CC=CC=C4)(C5=CC=CC=C5)C6=CC=CC=C6)Cl (bis(triphenylphosphine)dichloropalladium), [Cu](I)I (copper iodide). Yields the product ClC1=C2CNC(C2=C(C=C1)C=1N(C2=CC=CC=C2C1C#CCCO)C(=O)OC(C)(C)C)=O (4-chloro-7-[1-(tert-butoxycarbonyl)-3-(4-hydroxy-1-butynyl)indol-2-yl]isoindolinone). Isolated yield 86.9%. Reported procedure: In a similar manner to Step 2 of Example 161, 4-chloro-7-[1-(tert-butoxycarbonyl)-3-iodoindol-2-yl]isoindolinone (148 mg, 0.291 mmol) was dissolved in diethylamine (7.4 mL), and the Solution was treated with bis(triphenylphosphine)dichloropalladium (16.3 mg, 0.0233 mmol), copper iodide (11.1 mg, 0.0582 mmol) and 3-butyn-1-ol (0.220 mL, 2.91 mmol), followed by purification by preparative thin-layer chromatography (chloroform/methanol=10/1) to obtain 4-chloro-7-[1-(tert-butoxycarbonyl)-3-(4-hydrox... Reaction SMILES: [Cl:1][C:2]1[CH:10]=[CH:9][C:8]([C:11]2[N:12]([C:21]([O:23][C:24]([CH3:27])([CH3:26])[CH3:25])=[O:22])[C:13]3[C:18]([C:19]=2I)=[CH:17][CH:16]=[CH:15][CH:14]=3)=[C:7]2[C:3]=1[CH2:4][NH:5][C:6]2=[O:28].[CH2:29]([OH:33])[CH2:30][C:31]#[CH:32]>C(NCC)C.Cl[Pd](Cl)([P](C1C=CC=CC=1)(C1C=CC=CC=1)C1C=CC=CC=1)[P](C1C=CC=CC=1)(C1C=CC=CC=1)C1C=CC=CC=1.[Cu](I)I>[Cl:1][C:2]1[CH:10]=[CH:9][C:8]([C:11]2[N:12]([C:21]([O:23][C:24]([CH3:27])([CH3:26])[CH3:25])=[O:22])[C:13]3[C:18]([C:19]=2[C:32]#[C:31][CH2:30][CH2:29][OH:33])=[CH:17][CH:16]=[CH:15][CH:14]=3)=[C:7]2[C:3]=1[CH2:4][NH:5][C:6]2=[O:28] |^1:41,60|. Reactants: ClC1=C2CNC(C2=C(C=C1)C=1N(C2=CC=CC=C2C1I)C(=O)OC(C)(C)C)=O (4-chloro-7-[1-(tert-butoxycarbonyl)-3-iodoindol-2-yl]isoindolinone), C(CC#C)O (3-butyn-1-ol). Run in C(C)NCC (diethylamine). Product: CS(=O)(=O)c1ccc(C(=NOC2CCCC2)C(=O)Nc2cnccn2)cc1Cl. Reaction SMILES: [CH3:30][N:31]1[CH2:32][CH2:33][O:34][CH2:35][CH2:36]1.[CH3:37][CH2:38][O:39][C:40](=[O:41])[CH3:42].[CH3:43][N:44]([CH3:45])[CH:46]=[O:47].[Cl:1][c:2]1[cH:3][c:4]([C:12]([C:13](=[O:14])[OH:15])=[N:16][O:17][CH:18]2[CH2:19][CH2:20][CH2:21][CH2:22]2)[cH:5][cH:6][c:7]1[S:8](=[O:9])(=[O:10])[CH3:11].[n:23]1[c:24]([NH2:29])[cH:25][n:26][cH:27][cH:28]1>>[Cl:1][c:2]1[cH:3][c:4]([C:12]([C:13](=[O:15])[NH:29][c:24]2[n:23][cH:28][cH:27][n:26][cH:25]2)=[N:16][O:17][CH:18]2[CH2:19][CH2:20][CH2:21][CH2:22]2)[cH:5][cH:6][c:7]1[S:8](=[O:9])(=[O:10])[CH3:11]. Starting materials: CN1CCOCC1, CCOC(C)=O, CN(C)C=O, CS(=O)(=O)c1ccc(C(=NOC2CCCC2)C(=O)O)cc1Cl, Nc1cnccn1. Starting materials: C([O-])(O)=O.[Na+] (sodium bicarbonate), NC1=CC(=C(C(=O)C2=CC=CC=C2)C=C1)Cl (4-amino-2-chlorobenzophenone), [OH-].[NH4+] (ammonium hydroxide), ClC1=NC=NC2=CC=C(C=C12)N1C=NC=C1 (4-chloro-6-(1-imidazolyl)quinazoline). The product is C(C1=CC=CC=C1)(=O)C1=C(C=C(NC2=NC=NC3=CC=C(C=C23)N2C=NC=C2)C=C1)Cl (4-(4-benzoyl-3-chloroanilino)-6-(1-imidazolyl)-quinazoline). Isolated yield 11.0%. Reaction SMILES: C(=O)(O)[O-].[Na+].[OH-].[NH4+].Cl[C:9]1[C:18]2[C:13](=[CH:14][CH:15]=[C:16]([N:19]3[CH:23]=[CH:22][N:21]=[CH:20]3)[CH:17]=2)[N:12]=[CH:11][N:10]=1.[NH2:24][C:25]1[CH:38]=[CH:37][C:28]([C:29]([C:31]2[CH:36]=[CH:35][CH:34]=[CH:33][CH:32]=2)=[O:30])=[C:27]([Cl:39])[CH:26]=1>>[C:29]([C:28]1[CH:37]=[CH:38][C:25]([NH:24][C:9]2[C:18]3[C:13](=[CH:14][CH:15]=[C:16]([N:19]4[CH:23]=[CH:22][N:21]=[CH:20]4)[CH:17]=3)[N:12]=[CH:11][N:10]=2)=[CH:26][C:27]=1[Cl:39])(=[O:30])[C:31]1[CH:32]=[CH:33][CH:34]=[CH:35][CH:36]=1 |f:0.1,2.3|. Reported procedure: Using an analogous procedure to that described in Example 4 except that the reaction product was basified by treatment with a saturated aqueous sodium bicarbonate solution rather than with a concentrated aqueous ammonium hydroxide solution, 4-chloro-6-(1-imidazolyl)quinazoline was reacted with 4-amino-2-chlorobenzophenone to give 4-(4-benzoyl-3-chloroanilino)-6-(1-imidazolyl)-quinazoline in 11% yield, m.p. 220-223° C.; NMR Spectrum: (CD3SOCD3) 7.2 (s, 1H), 7.5-7.8 (m, 6H), 7.9 (s, 1H), 8.0 (d, 1... The reactants are S(=O)(=O)(OC)OC (dimethyl sulfate), [H-].[Na+] (NaH), OC(CC1=CC(=C(C=C1)OC)OC)=C(C#N)C#N ((1-hydroxy-(3,4-dimethoxyphenylethylidene))malononitrile). The solvent is C1CCOC1 (THF), C1CCOC1 (THF), C1CCOC1 (THF). Reaction conditions: time 2 hour. The product is COC(CC1=CC(=C(C=C1)OC)OC)=C(C#N)C#N ((1-methoxy-(3,4-dimethoxyphenylethylidene))malononitrile). As a reaction SMILES: [H-].[Na+].[OH:3][C:4](=[C:16]([C:19]#[N:20])[C:17]#[N:18])[CH2:5][C:6]1[CH:11]=[CH:10][C:9]([O:12][CH3:13])=[C:8]([O:14][CH3:15])[CH:7]=1.S(OC)(O[CH3:25])(=O)=O>C1COCC1>[CH3:25][O:3][C:4](=[C:16]([C:17]#[N:18])[C:19]#[N:20])[CH2:5][C:6]1[CH:11]=[CH:10][C:9]([O:12][CH3:13])=[C:8]([O:14][CH3:15])[CH:7]=1 |f:0.1|. Reported procedure: To 60% NaH (5.7 g, 0.14 mol) in THF (150 ml) at -78° C. under argon was added dropwise (1-hydroxy-(3,4-dimethoxyphenylethylidene))malononitrile (34.6 g, 0.14 mol) in THF (100 ml) over 1.25 hours. The reaction mixture was stirred for 2 hours and dimethyl sulfate (26.9 g, 0.21 mol) in THF (50 ml) was added over 30 minutes. The reaction mixture was warmed to room temperature and stirred for 24 hours. The solvents were removed in vacuo and the residue was partitioned between ether and water. The org... The reactants are CO, O=C(NC1=NN(c2ccc(C(=O)C(F)(F)F)cc2)C(c2ccccc2)C1)C(F)(F)F, N. The product is NC1=NN(c2ccc(C(=O)C(F)(F)F)cc2)C(c2ccccc2)C1. Reaction SMILES: [CH3:32][OH:33].[F:1][C:2]([F:3])([F:4])[C:29]([NH:5][C:6]1=[N:7][N:8]([c:17]2[cH:18][cH:19][c:20]([C:23]([C:24]([F:25])([F:26])[F:27])=[O:28])[cH:21][cH:22]2)[CH:9]([c:11]2[cH:12][cH:13][cH:14][cH:15][cH:16]2)[CH2:10]1)=[O:30].[NH3:31]>>[NH2:5][C:6]1=[N:7][N:8]([c:17]2[cH:18][cH:19][c:20]([C:23]([C:24]([F:25])([F:26])[F:27])=[O:28])[cH:21][cH:22]2)[CH:9]([c:11]2[cH:12][cH:13][cH:14][cH:15][cH:16]2)[CH2:10]1.